Dataset: the Open Reaction Database (ORD), a public repository of structured organic reaction records. Task: describe an organic reaction: reactants, conditions, products, and yield The reactants are COC(=O)C1NC(CC(C1(Cl)Cl)=O)C1=C(C(=C(C=C1)Cl)OC)F (3-Chloro-6-(4-chloro-2-fluoro-3-methoxyphenyl)-3-chloro-4-oxo-1,4,5,6-tetrahydropyridine-2-carboxylic acid methyl ester), Cl.NO (Hydroxylamine hydrochloride), N1=CC=CC=C1 (pyridine). Solvent: CO (MeOH). Conditions: time 18 hour. The product is COC(=O)C=1NC(CC(C1Cl)=NO)C1=C(C(=C(C=C1)Cl)OC)F (3-chloro-6-(4-chloro-2-fluoro-3-methoxyphenyl)-4-hydroxyimino-1,4,5,6-tetrahydropyridine-2-carboxylic acid methyl ester). Yield: 80.5%. RXN SMILES: [CH3:1][O:2][C:3]([CH:5]1[C:10](Cl)([Cl:11])[C:9](=O)[CH2:8][CH:7]([C:14]2[CH:19]=[CH:18][C:17]([Cl:20])=[C:16]([O:21][CH3:22])[C:15]=2[F:23])[NH:6]1)=[O:4].Cl.[NH2:25][OH:26].N1C=CC=CC=1>CO>[CH3:1][O:2][C:3]([C:5]1[NH:6][CH:7]([C:14]2[CH:19]=[CH:18][C:17]([Cl:20])=[C:16]([O:21][CH3:22])[C:15]=2[F:23])[CH2:8][C:9](=[N:25][OH:26])[C:10]=1[Cl:11])=[O:4] |f:1.2|. Procedure: 3-Chloro-6-(4-chloro-2-fluoro-3-methoxyphenyl)-3-chloro-4-oxo-1,4,5,6-tetrahydropyridine-2-carboxylic acid methyl ester (33; 1.612 g, 4.63 mmol) was suspended in MeOH (20 mL). Hydroxylamine hydrochloride (966 mg, 13.9 mmol) was added followed by pyridine (3 mL). The reaction mixture was stirred for 18 h at room temperature and then for 4 h at 40° C. The solvent was removed by rotary evaporation. H2O (100 mL) was added, and the resulting solid was filtered, washed with H2O followed by MeOH to giv... Starting materials: Cl.Cl.CN(C)CC1=CC=C(O1)CSCCN (2-[[[5-(dimethylamino)methyl-2-furanyl]methyl]thio]ethanamine dihydrochloride), [O-]C#N.[K+] (potassium cyanate), C([O-])([O-])=O.[Na+].[Na+] (sodium carbonate). Solvent: O (water). Product: CN(C)CC1=CC=C(O1)CSCCNC(=O)N (N-[2-[[[5-(dimethylamino)methyl-2-furanyl]methyl]thio]ethyl]urea), solid. Reaction SMILES: Cl.Cl.[CH3:3][N:4]([CH2:6][C:7]1[O:11][C:10]([CH2:12][S:13][CH2:14][CH2:15][NH2:16])=[CH:9][CH:8]=1)[CH3:5].[O-:17][C:18]#[N:19].[K+].C(=O)([O-])[O-].[Na+].[Na+]>O>[CH3:5][N:4]([CH2:6][C:7]1[O:11][C:10]([CH2:12][S:13][CH2:14][CH2:15][NH:16][C:18]([NH2:19])=[O:17])=[CH:9][CH:8]=1)[CH3:3] |f:0.1.2,3.4,5.6.7|. Procedure: A solution of 2-[[[5-(dimethylamino)methyl-2-furanyl]methyl]thio]ethanamine dihydrochloride (2.8 g) and potassium cyanate (3.75 g) in water (50 ml) was heated on a steam bath for 8 hr. Excess solid sodium carbonate was added and organic material continually extracted with diethyl ether. The extracts were evaporated and the residue after column chromatography yielded N-[2-[[[5-(dimethylamino)methyl-2-furanyl]methyl]thio]ethyl]urea as a waxy solid (1.28 g). Analysis Found: C, 48.22; H, 7.50; N, 15... Starting materials: CC#N, O=Cc1cccc(Cl)c1, O=CC=P(c1ccccc1)(c1ccccc1)c1ccccc1. Yields the product O=CC=Cc1cccc(Cl)c1. As a reaction SMILES: [CH3:32][C:33]#[N:34].[Cl:1][c:2]1[cH:3][c:4]([CH:5]=[O:6])[cH:7][cH:8][cH:9]1.[c:10]1([P:11]([c:12]2[cH:13][cH:14][cH:15][cH:16][cH:17]2)([c:18]2[cH:19][cH:20][cH:21][cH:22][cH:23]2)=[CH:29][CH:30]=[O:31])[cH:24][cH:25][cH:26][cH:27][cH:28]1>>[Cl:1][c:2]1[cH:3][c:4]([CH:5]=[CH:29][CH:30]=[O:31])[cH:7][cH:8][cH:9]1. As a reaction SMILES: C([O:4][CH2:5][C:6]1([CH2:28][O:29]C(=O)C)[S:10][C:9]2[CH:11]=[C:12]3[S:16][C:15]([CH2:22][O:23]C(=O)C)([CH2:17][O:18]C(=O)C)[S:14][C:13]3=[CH:27][C:8]=2[S:7]1)(=O)C.C([O-])([O-])=O.[K+].[K+]>CO>[OH:23][CH2:22][C:15]1([CH2:17][OH:18])[S:14][C:13]2[CH:27]=[C:8]3[S:7][C:6]([CH2:5][OH:4])([CH2:28][OH:29])[S:10][C:9]3=[CH:11][C:12]=2[S:16]1 |f:1.2.3|. Product: OCC1(SC2=C(S1)C=C1C(SC(S1)(CO)CO)=C2)CO (2,2,6,6-Tetra(hydroxymethyl)benzo[1,2-d:4,5-d']bis(1,3) dithiole). Reported procedure: 2,2,6,6-Tetra(acetoxymethyl)benzo[1,2-d:4,5-d']bis(1,3)dithiole (1.8 g, 3.5 mmol) and K2CO3 (1.9 g) were stirred in methanol (100 mL) for 1 h at ambient temperature. The solvent was evaporated and water (100 mL) was added. The mixture was neutralized (2M HCl) and the precipitate was collected. Reactants: C(C)(=O)OCC1(SC2=C(S1)C=C1C(SC(S1)(COC(C)=O)COC(C)=O)=C2)COC(C)=O (2,2,6,6-Tetra(acetoxymethyl)benzo[1,2-d:4,5-d']bis(1,3)dithiole), C(=O)([O-])[O-].[K+].[K+] (K2CO3). Run in CO (methanol). Starting materials: stirred mixture, 39f, C[O-].[Na+] (NaOMe), [BH4-].[Na+] (Sodium borohydride), ( 39f ), N(=[N+]=[N-])[C@H]1C[C@H]([C@H](CC1)N)CS(=O)(=O)C1=CC=CC=C1 ((1S*,2R*,4R*)-4-azido-2-benzenesulfonylmethyl-cyclohexylamine), COC(C(CC=O)CC1(OCCO1)C1=CC(=CC=C1)C(F)(F)F)=O (4-oxo-2-[2-(3-trifluoromethylphenyl)-[1,3]dioxolan-2-ylmethyl]butyric acid methyl ester), N(=[N+]=[N-])[C@H]1C[C@H]([C@H](CC1)NCCC(C(=O)OC)CC1(OCCO1)C1=CC(=CC=C1)C(F)(F)F)CS(=O)(=O)C1=CC=CC=C1 (methyl 4-((1S*,2R*,4R*)-4-azido-2-(phenylsulfonylmethyl)cyclohexylamino)-2-((2-(3-(trifluoromethyl)phenyl)-1,3-dioxolan-2-yl)methyl)butanoate). Solvent: CO (MeOH), CCOC(=O)C (EtOAc), ClCCCl (1,2-dichloroethane). Reaction conditions: time 8 hour. The product is N(=[N+]=[N-])[C@H]1C[C@H]([C@H](CC1)N1C([C@@H](CC1)CC1(OCCO1)C1=CC(=CC=C1)C(F)(F)F)=O)CS(=O)(=O)C1=CC=CC=C1 ((S*)-1-((1S*,2R*,4R*)-4-azido-2-(phenylsulfonylmethyl)cyclohexyl)-3-((2-(3-(trifluoromethyl)phenyl)-1,3-dioxolan-2-yl)methyl)pyrrolidin-2-one), N(=[N+]=[N-])[C@H]1C[C@H]([C@H](CC1)N1C([C@H](CC1)CC1(OCCO1)C1=CC(=CC=C1)C(F)(F)F)=O)CS(=O)(=O)C1=CC=CC=C1 ((R*)-1-((1S*,2R*,4R*)-4-azido-2-(phenylsulfonylmethyl)cyclohexyl)-3-((2-(3-(trifluoromethyl)phenyl)-1,3-dioxolan-2-yl)methyl)pyrrolidin-2-one). Isolated yield 7905.5%. As a reaction SMILES: N([C@@H]1CC[C@H](N)[C@H](CS(C2C=CC=CC=2)(=O)=O)C1)=[N+]=[N-].COC(=O)C(CC1(C2C=CC=C(C(F)(F)F)C=2)OCCO1)CC=O.[BH4-].[Na+].[N:47]([C@@H:50]1[CH2:55][CH2:54][C@H:53]([NH:56][CH2:57][CH2:58][CH:59]([CH2:64][C:65]2([C:70]3[CH:75]=[CH:74][CH:73]=[C:72]([C:76]([F:79])([F:78])[F:77])[CH:71]=3)[O:69][CH2:68][CH2:67][O:66]2)[C:60]([O:62]C)=O)[C@H:52]([CH2:80][S:81]([C:84]2[CH:89]=[CH:88][CH:87]=[CH:86][CH:85]=2)(=[O:83])=[O:82])[CH2:51]1)=[N+:48]=[N-:49].C[O-].[Na+]>ClCCCl.CCOC(C)=O.CO>[N:47]([C@@H:50]1[CH2:55][CH2:54][C@H:53]([N:56]2[CH2:57][CH2:58][C@@H:59]([CH2:64][C:65]3([C:70]4[CH:75]=[CH:74][CH:73]=[C:72]([C:76]([F:77])([F:78])[F:79])[CH:71]=4)[O:69][CH2:68][CH2:67][O:66]3)[C:60]2=[O:62])[C@H:52]([CH2:80][S:81]([C:84]2[CH:85]=[CH:86][CH:87]=[CH:88][CH:89]=2)(=[O:83])=[O:82])[CH2:51]1)=[N+:48]=[N-:49].[N:47]([C@@H:50]1[CH2:55][CH2:54][C@H:53]([N:56]2[CH2:57][CH2:58][C@H:59]([CH2:64][C:65]3([C:70]4[CH:75]=[CH:74][CH:73]=[C:72]([C:76]([F:77])([F:78])[F:79])[CH:71]=4)[O:69][CH2:68][CH2:67][O:66]3)[C:60]2=[O:62])[C@H:52]([CH2:80][S:81]([C:84]2[CH:85]=[CH:86][CH:87]=[CH:88][CH:89]=2)(=[O:83])=[O:82])[CH2:51]1)=[N+:48]=[N-:49] |f:2.3,5.6|. Procedure details: A mixture of methyl 3-bromopropionate (6a, 10.0 g, 60.0 mmol) and sodium iodide (11.2 g, 74.9 mmol) in acetone (60 mL) was stirred for 30 min at room temperature, then heated at reflux for 40 min. The mixture was cooled in an ice/water bath and the white solid was filtered off, rinsing with acetone. The filtrate was evaporated to dryness to provide methyl 3-iodopropionate (12.3 g, 96%) as a yellow oil: 1H NMR (300 MHz, CDCl3) δ 3.73 (s, 3H), 3.33 (t, J=7.2 Hz, 2H), 2.99 (t, J=7.2 Hz, 2H). (39b) ... Reactants: C(C=C)OC(=O)O[C@H](C)[C@@H]1[C@@H]2N(C(=C([C@@H]2C)CO)C(=O)OCC=C)C1=O (allyl (1S,5R,6S)-6-[(1R)-1-allyloxycarbonyloxyethyl]-2-hydroxymethyl-1-methyl-1-carbapen-2-em-3-carboxylate), C(N)(=O)C=1N2C(SC1)=CN=C2 (3-carbamoylimidazo[5,1-b]thiazole). Product: O[C@H](C)[C@@H]1[C@@H]2N(C(=C([C@@H]2C)CN2C=[N+]3C(SC=C3C(N)=O)=C2)C(=O)[O-])C1=O ((1S,5R,6S)-6-[(1R)-1-hydroxyethyl]-2-(3-carbamoylimidazo[5,1-b]thiazolium-6-yl)methyl-1-methyl-1-carbapen-2-em-3-carboxylate). Yield: 8.0%. RXN SMILES: C(OC([O:7][C@@H:8]([C@H:10]1[C:25](=[O:26])[N:12]2[C:13]([C:19]([O:21]CC=C)=[O:20])=[C:14]([CH2:17]O)[C@H:15]([CH3:16])[C@H:11]12)[CH3:9])=O)C=C.[C:27]([C:30]1[N:31]2[CH:37]=[N:36][CH:35]=[C:32]2[S:33][CH:34]=1)(=[O:29])[NH2:28]>>[OH:7][C@@H:8]([C@H:10]1[C:25](=[O:26])[N:12]2[C:13]([C:19]([O-:21])=[O:20])=[C:14]([CH2:17][N:36]3[CH:35]=[C:32]4[S:33][CH:34]=[C:30]([C:27](=[O:29])[NH2:28])[N+:31]4=[CH:37]3)[C@H:15]([CH3:16])[C@H:11]12)[CH3:9]. Procedure details: The same procedure as in Example 1 was repeated except that 113 mg of allyl (1S,5R,6S)-6-[(1R)-1-allyloxycarbonyloxyethyl]-2-hydroxymethyl-1-methyl-1-carbapen-2-em-3-carboxylate and 260 mg of 3-carbamoylimidazo[5,1-b]thiazole were used, thereby obtaining 9.6 mg of the title compound. Reactants: CC1=NN(C(=C1)C)CCCCCCCCCCCCCC (3,5-dimethyl-1-tetradecyl-pyrazole), [N+](=O)([O-])C1=CC=C(CBr)C=C1 (4-nitrobenzyl bromide). Yields the product [Br-].CC=1N([N+](=C(C1)C)CCCCCCCCCCCCCC)CC1=CC=C(C=C1)[N+](=O)[O-] (3,5-dimethyl-2(4-nitrobenzyl)-1-tetradecyl-pyrazolium bromide). Reaction SMILES: [CH3:1][C:2]1[CH:6]=[C:5]([CH3:7])[N:4]([CH2:8][CH2:9][CH2:10][CH2:11][CH2:12][CH2:13][CH2:14][CH2:15][CH2:16][CH2:17][CH2:18][CH2:19][CH2:20][CH3:21])[N:3]=1.[N+:22]([C:25]1[CH:32]=[CH:31][C:28]([CH2:29][Br:30])=[CH:27][CH:26]=1)([O-:24])=[O:23]>>[Br-:30].[CH3:1][C:2]1[N:3]([CH2:29][C:28]2[CH:31]=[CH:32][C:25]([N+:22]([O-:24])=[O:23])=[CH:26][CH:27]=2)[N+:4]([CH2:8][CH2:9][CH2:10][CH2:11][CH2:12][CH2:13][CH2:14][CH2:15][CH2:16][CH2:17][CH2:18][CH2:19][CH2:20][CH3:21])=[C:5]([CH3:7])[CH:6]=1 |f:2.3|. Procedure details: Reaction of 3,5-dimethyl-1-tetradecyl-pyrazole with 4-nitrobenzyl bromide yields 3,5-dimethyl-2(4-nitrobenzyl)-1-tetradecyl-pyrazolium bromide; m.p. 159°-161° C. Starting materials: COCC(=S)N (methoxythioacetamide), C(C)OC(C(C(=O)C)Cl)=O (2-chloroacetoacetic acid ethyl ester), O (water). RXN SMILES: [CH3:1][O:2][CH2:3][C:4]([NH2:6])=[S:5].[CH2:7]([O:9][C:10](=[O:16])[CH:11](Cl)[C:12]([CH3:14])=O)[CH3:8].O>C1C=CC=CC=1.C(OCC)(=O)C>[CH2:7]([O:9][C:10]([C:11]1[S:5][C:4]([CH2:3][O:2][CH3:1])=[N:6][C:12]=1[CH3:14])=[O:16])[CH3:8]. Procedure details: 20 g of methoxythioacetamide are added, with vigorous stirring, to 31.3 g of 2-chloroacetoacetic acid ethyl ester in 400 ml of benzene at room temperature and then, using a water separator, heated under reflux for 41/2 hours. After cooling to room temperature, the benzenic reaction solution is diluted with 500 ml of ethyl acetate, washed twice using 80 ml of 10% sodium carbonate solution each time and twice using 50 ml of water each time, dried over sodium sulfate and filtered. The solvent mixtu... Solvent: C(C)(=O)OCC (ethyl acetate), C1=CC=CC=C1 (benzene). Product: C(C)OC(=O)C1=C(N=C(S1)COC)C (2-methoxymethyl-4-methylthiazole-5-carboxylic acid ethyl ester). The reactants are FC=1C=C(C=CC1)NC1=NC=C(C(=N1)NCCC)C#C[C@H]1C[C@H](CCC1)NC([C@H](C)N(C(OC(C)(C)C)=O)C)=O (tert-butyl ((S)-1-((1S*,3R*)-(3-((2-((3-fluorophenyl)amino)-4-(propylamino)pyrimidin-5-yl)ethynyl)cyclohexyl)amino)-1-oxopropan-2-yl)(methyl)carbamate), solution, Cl (hydrochloric acid). Solvent: O1CCOCC1 (1,4-dioxane), O1CCOCC1 (1,4-dioxane). Reaction conditions: time 45 minute. Yields the product FC=1C=C(C=CC1)NC1=NC=C(C(=N1)NCCC)C#C[C@H]1C[C@H](CCC1)NC([C@H](C)NC)=O ((S)—N-((1S*,3R*)-3-((2-((3-fluorophenyl)amino)-4-(propylamino)pyrimidin-5-yl)ethynyl)cyclohexyl)-2-(methylamino)propanamide). Isolated yield 29.2%. Reaction SMILES: [F:1][C:2]1[CH:3]=[C:4]([NH:8][C:9]2[N:14]=[C:13]([NH:15][CH2:16][CH2:17][CH3:18])[C:12]([C:19]#[C:20][C@@H:21]3[CH2:26][CH2:25][CH2:24][C@H:23]([NH:27][C:28](=[O:40])[C@@H:29]([N:31](C)[C:32](=O)OC(C)(C)C)[CH3:30])[CH2:22]3)=[CH:11][N:10]=2)[CH:5]=[CH:6][CH:7]=1.Cl>O1CCOCC1>[F:1][C:2]1[CH:3]=[C:4]([NH:8][C:9]2[N:14]=[C:13]([NH:15][CH2:16][CH2:17][CH3:18])[C:12]([C:19]#[C:20][C@@H:21]3[CH2:26][CH2:25][CH2:24][C@H:23]([NH:27][C:28](=[O:40])[C@@H:29]([NH:31][CH3:32])[CH3:30])[CH2:22]3)=[CH:11][N:10]=2)[CH:5]=[CH:6][CH:7]=1. Reported procedure: To a solution of tert-butyl ((S)-1-((1S*,3R*)-(3-((2-((3-fluorophenyl)amino)-4-(propylamino)pyrimidin-5-yl)ethynyl)cyclohexyl)amino)-1-oxopropan-2-yl)(methyl)carbamate (M6, 113 mg) in 1,4-dioxane (2 mL), a 4.0 mol/L solution of hydrochloric acid in 1,4-dioxane (2 mL) was added at room temperature, and the mixture was stirred at the same temperature for 2 hours and 45 minutes. The solvent was evaporated under reduced pressure, and to the obtained residue, ethyl acetate was added. The solid matter...